The task is: describe an organic reaction: reactants, conditions, products, and yield. This data is from the Open Reaction Database (ORD), a public repository of structured organic reaction records. Starting materials: C(C)OC=1C(C(C1NC=1C=NC=CC1)=O)=O (3-Ethoxy-4-(pyridine-3-yl-amino)-3-cyclobutene-1,2-dione), C(C1=CC=CC=C1)N1CCC(CC1)CCN (2-(1-benzylpiperidin-4-yl)-ethylamine). The solvent is CCO (EtOH). Run at temperature 150 celsius. Yields the product C(C1=CC=CC=C1)N1CCC(CC1)CCNC=1C(C(C1NC=1C=NC=CC1)=O)=O (3-[2-(1-Benzylpiperidin-4-yl)ethylamino]-4-(pyridin-3-yl-amino)-cyclobut-3-ene-1,2-dione). RXN SMILES: C(O[C:4]1[C:5](=[O:16])[C:6](=[O:15])[C:7]=1[NH:8][C:9]1[CH:10]=[N:11][CH:12]=[CH:13][CH:14]=1)C.[CH2:17]([N:24]1[CH2:29][CH2:28][CH:27]([CH2:30][CH2:31][NH2:32])[CH2:26][CH2:25]1)[C:18]1[CH:23]=[CH:22][CH:21]=[CH:20][CH:19]=1>CCO>[CH2:17]([N:24]1[CH2:29][CH2:28][CH:27]([CH2:30][CH2:31][NH:32][C:4]2[C:5](=[O:16])[C:6](=[O:15])[C:7]=2[NH:8][C:9]2[CH:10]=[N:11][CH:12]=[CH:13][CH:14]=2)[CH2:26][CH2:25]1)[C:18]1[CH:23]=[CH:22][CH:21]=[CH:20][CH:19]=1. Reported procedure: 3-Ethoxy-4-(pyridine-3-yl-amino)-3-cyclobutene-1,2-dione (164 mg, 0.75 mmol) prepared according to example 1A and 2-(1-benzylpiperidin-4-yl)-ethylamine (196 mg, 0.90 mmol) in EtOH (4 mL) were stirred and heated to 150° C. in a sealed vessel in a microwave synthesizer for 3 min. After cooling to r.t. the precipitate was filtered off and washed with EtOH (3×3 mL) and dried in vacuo.